From a dataset of the Open Reaction Database (ORD), a public repository of structured organic reaction records. describe an organic reaction: reactants, conditions, products, and yield Starting materials: C1CCOC1 (THF), N1[C@H](C(=O)OCC2=CC=CC=C2)CCC1.Cl (H-Pro-OBzl.HCl), C=1C=CC2=C(C1)N=NN2O (HOBT), N([C@@H](C)C(=O)O)C(=O)OC(C)(C)C (BOC-Ala-OH). The solvent is CN(C)C=O (DMF). Run at temperature 0 celsius, time 8 hour. Product: N([C@@H](C)C(=O)N1[C@H](C(=O)OCC2=CC=CC=C2)CCC1)C(=O)OC(C)(C)C (BOC-Ala-Pro-OBzl). Isolated yield 100.5%. Reaction SMILES: C1COCC1.[NH:6]1[CH2:20][CH2:19][CH2:18][C@H:7]1[C:8]([O:10][CH2:11][C:12]1[CH:17]=[CH:16][CH:15]=[CH:14][CH:13]=1)=[O:9].Cl.C1C=CC2N(O)N=NC=2C=1.[NH:32]([C:38]([O:40][C:41]([CH3:44])([CH3:43])[CH3:42])=[O:39])[C@H:33]([C:35](O)=[O:36])[CH3:34]>CN(C=O)C>[NH:32]([C:38]([O:40][C:41]([CH3:42])([CH3:44])[CH3:43])=[O:39])[C@H:33]([C:35]([N:6]1[CH2:20][CH2:19][CH2:18][C@H:7]1[C:8]([O:10][CH2:11][C:12]1[CH:13]=[CH:14][CH:15]=[CH:16][CH:17]=1)=[O:9])=[O:36])[CH3:34] |f:1.2|. Procedure: THF (200 ml), H-Pro-OBzl.HCl (48.3 g, 0.2 M) and HOBT (27.0 g, 0.2 M) were added to BOC-Ala-OH (37.8 g, 0.2 M); DMF (100 ml) was added, and WSCI (36.6 ml, 0.2 M) was added dropwise at 0° C. After stirring at 0° C. for one hour and at room temperature overnight, the solvent was distilled off in vacuo. The residue was dissolved in ethyl acetate (500 ml), washed three times with 5% sodium bicarbonate solution, three times with 1 N HCl and three times with water, in that order, dried with anhydrous ... Starting materials: diester, C(=O)(OC)CCCOC1=C(C(=O)OC)C=C(C=C1)C1=C(C2=C(S1)C=CC=C2)CC2=CC=C(C=C2)OCCN2CCCC2 (methyl 2-(3-carbomethoxypropoxy)-5-[3-(4-[2-(1-pyrrolidinyl)ethoxy]benzyl]benzo[b]thiophen-2-yl]benzoate), C(C(=O)O)(=O)O (oxalic acid), C(Cl)Cl (CH2Cl2). Solvent: CCOC(=O)C (EtOAc), CCOC(=O)C (EtOAc). Run at time 2 hour. Product: C(C(=O)O)(=O)O.C(=O)(OC)CCCOC1=C(C(=O)OC)C=C(C=C1)C1=C(C2=C(S1)C=CC=C2)CC2=CC=C(C=C2)OCCN2CCCC2 (Methyl 2-(3-Carbomethoxypropoxy)-5-[3-[4-[2-(1-pyrrolidinyl)ethoxy]benzyl]benzo[b]thiophen-2-yl]benzoate Oxalate Salt). Reaction SMILES: [C:1]([CH2:5][CH2:6][CH2:7][O:8][C:9]1[CH:18]=[CH:17][C:16]([C:19]2[S:23][C:22]3[CH:24]=[CH:25][CH:26]=[CH:27][C:21]=3[C:20]=2[CH2:28][C:29]2[CH:34]=[CH:33][C:32]([O:35][CH2:36][CH2:37][N:38]3[CH2:42][CH2:41][CH2:40][CH2:39]3)=[CH:31][CH:30]=2)=[CH:15][C:10]=1[C:11]([O:13][CH3:14])=[O:12])([O:3][CH3:4])=[O:2].C(Cl)Cl.[C:46]([OH:51])(=[O:50])[C:47]([OH:49])=[O:48]>CCOC(C)=O>[C:46]([OH:51])(=[O:50])[C:47]([OH:49])=[O:48].[C:1]([CH2:5][CH2:6][CH2:7][O:8][C:9]1[CH:18]=[CH:17][C:16]([C:19]2[S:23][C:22]3[CH:24]=[CH:25][CH:26]=[CH:27][C:21]=3[C:20]=2[CH2:28][C:29]2[CH:34]=[CH:33][C:32]([O:35][CH2:36][CH2:37][N:38]3[CH2:39][CH2:40][CH2:41][CH2:42]3)=[CH:31][CH:30]=2)=[CH:15][C:10]=1[C:11]([O:13][CH3:14])=[O:12])([O:3][CH3:4])=[O:2] |f:4.5|. Procedure details: The title compound was prepared in quantitative yield from methyl 2-(3-carbomethoxypropoxy)-5-[3-(4-[2-(1-pyrrolidinyl)ethoxy]benzyl]benzo[b]thiophen-2-yl]benzoate (Example 2, Part A) by treating a solution of the diester in 3:1 EtOAc:CH2Cl2 with an equimolar amount of 0.5 M oxalic acid in EtOAc. The resulting slurry was stirred at room temperature about 2 h before it was concentrated in vacuo to provide the title product as a solid. Reactants: ClC1=NC=C(C(=N1)Cl)Cl (2,4,5-trichloropyrimidine), [H-].[Na+] (NaH), COC[C@H](C)O ((S)-1-Methoxypropan-2-ol). The solvent is C1CCOC1 (THF). Product: ClC1=NC=C(C(=N1)O[C@H](COC)C)Cl ((S)-2,5-dichloro-4-((1-methoxypropan-2-yl)oxy)pyrimidine). Reaction SMILES: [CH3:1][O:2][CH2:3][C@@H:4]([OH:6])[CH3:5].[Cl:7][C:8]1[N:13]=[C:12](Cl)[C:11]([Cl:15])=[CH:10][N:9]=1.[H-].[Na+]>C1COCC1>[Cl:7][C:8]1[N:13]=[C:12]([O:6][C@@H:4]([CH3:5])[CH2:3][O:2][CH3:1])[C:11]([Cl:15])=[CH:10][N:9]=1 |f:2.3|. Procedure: (S)-1-Methoxypropan-2-ol (0.58 ml, 5.88 mmol) was added drop wise to a mixture of 2,4,5-trichloropyrimidine (0.63 ml, 5.34 mmol) and NaH (60% dispersion in mineral oil, 0.24 g, 5.88 mmol) in THF (10 ml) at room temperature. After 30 minutes the reaction mixture was partitioned between water and DCM, the organic layer washed with water, dried over Na2SO4 and evaporated to give the title compound as a yellow-brown oil. (UPLC-MS 7) tR 1.01; ESI-MS 237.0 and 238.9 [M+H]+. The reactants are CN(CCCC1C2=C(C=CC3=C1C=C(C=C3)SC)C=CC=C2)C (5-(3-Dimethylaminopropyl)-3-methylmercapto-5H-dibenzo[a,d]cycloheptene), C(C(=O)O)(=O)O.CN(CCCC1C2=C(C=CC3=C1C=C(C=C3)S(=O)(=O)C)C=CC=C2)C (5-(3-Dimethylaminopropyl)-3-methylsulfonyl-5H-dibenzo[a,d]cycloheptene hydrogen oxalate), OO (hydrogen peroxide), hydrogen oxalate salt, C(C(=O)O)(=O)O (oxalic acid). The solvent is C(C)(=O)O (acetic acid), C(C)O (ethanol), C(C)O (ethanol). Reaction conditions: temperature 15 celsius, time 65 hour. Yields the product CN(CCCC1C2=C(C=CC3=C1C=C(C=C3)S(=O)(=O)C)C=CC=C2)C (5-(3-Dimethylaminopropyl)-3-methylsulfonyl-5H-dibenzo[a,d]cycloheptene). RXN SMILES: CN(C)CCCC1C2C=C(SC)C=CC=2C=CC2C=CC=CC1=2.OO.C(O)(=O)C(O)=O.C(O)(=O)C(O)=O.[CH3:38][N:39]([CH3:62])[CH2:40][CH2:41][CH2:42][CH:43]1[C:49]2[CH:50]=[C:51]([S:54]([CH3:57])(=[O:56])=[O:55])[CH:52]=[CH:53][C:48]=2[CH:47]=[CH:46][C:45]2[CH:58]=[CH:59][CH:60]=[CH:61][C:44]1=2>C(O)C.C(O)(=O)C>[CH3:62][N:39]([CH3:38])[CH2:40][CH2:41][CH2:42][CH:43]1[C:49]2[CH:50]=[C:51]([S:54]([CH3:57])(=[O:55])=[O:56])[CH:52]=[CH:53][C:48]=2[CH:47]=[CH:46][C:45]2[CH:58]=[CH:59][CH:60]=[CH:61][C:44]1=2 |f:3.4|. Reported procedure: 5-(3-Dimethylaminopropyl)-3-methylmercapto-5H-dibenzo[a,d]cycloheptene, 1.6 g. (0.005 mole), is dissolved in 16 ml. of glacial acetic acid. The solution is cooled in an ice-bath to 15° C. and stirred while hydrogen peroxide, 2 ml. of 30%, is added dropwise. The ice-bath then is removed and the solution stirred while it warms to room temperature and then allowed to stand for 65 hours. The solution is cooled in an ice-bath and stirred while sulfur dioxide is introduced for 1 hour. After dilution w... Starting materials: CC(=O)SCC(C(=O)NC(CC(C)C)C(=O)O)C(F)(F)F, CCOC(C)=O, CCCCCC, CO, CC(=O)O, [K+], [NH4+], [OH-], O, O=S(=O)([O-])O. The product is CC(C)CC(NC(=O)C(CS)C(F)(F)F)C(=O)O. Reaction SMILES: [C:1](=[O:2])([CH3:3])[S:4][CH2:5][CH:6]([C:7](=[O:8])[NH:9][CH:10]([CH2:11][CH:12]([CH3:13])[CH3:14])[C:15](=[O:16])[OH:17])[C:18]([F:19])([F:20])[F:21].[CH3:28][CH2:29][O:30][C:31](=[O:32])[CH3:33].[CH3:34][CH2:35][CH2:36][CH2:37][CH2:38][CH3:39].[CH3:43][OH:44].[CH3:45][C:46](=[O:47])[OH:48].[K+:27].[NH4+:40].[OH-:41].[OH2:42].[S:22]([O-:23])([OH:24])(=[O:25])=[O:26]>>[SH:4][CH2:5][CH:6]([C:7](=[O:8])[NH:9][CH:10]([CH2:11][CH:12]([CH3:13])[CH3:14])[C:15](=[O:16])[OH:17])[C:18]([F:19])([F:20])[F:21].